This data is from the Open Reaction Database (ORD), a public repository of structured organic reaction records. The task is: describe an organic reaction: reactants, conditions, products, and yield Reactants: [NH4+].[Cl-] (NH4Cl), COC(CCCC1(C=CCCC1)CC(=O)OC)=O (4-(1-methoxycarbonylmethyl-cyclohex-2-enyl)-butyric acid methyl ester), ( 8 ), N(C(C)C)(C(C)C)[Li] (i-Pr2NLi). Run in C1CCOC1 (THF). Reaction conditions: time 2 hour. The product is COC(=O)C1=C(CC2(CC1)C=CCCC2)O (2-hydroxy-spiro[5.5]undecan-2,7-diene-3-carboxylic acid methyl ester). Isolated yield 91.0%. RXN SMILES: [CH3:1][O:2][C:3](=[O:18])[CH2:4][CH2:5][CH2:6][C:7]1([CH2:13][C:14]([O:16]C)=O)[CH2:12][CH2:11][CH2:10][CH:9]=[CH:8]1.N([Li])(C(C)C)C(C)C.[NH4+].[Cl-]>C1COCC1>[CH3:1][O:2][C:3]([C:4]1[CH2:5][CH2:6][C:7]2([CH2:12][CH2:11][CH2:10][CH:9]=[CH:8]2)[CH2:13][C:14]=1[OH:16])=[O:18] |f:2.3|. Procedure: To a solution of the relevant 4-(1-methoxycarbonylmethyl-cyclohex-2-enyl)-butyric acid methyl ester isomer (8) or (8′) (31.0 g, 122 mmol) in dry THF (580 mL) at −78° C. was added dropwise i-Pr2NLi (2 M solution in n-heptane; 122 mL, 244 mmol). The reaction mixture was allowed to warm to room temperature and stirred for 2 hours. A saturated NH4Cl solution (700 mL) was added and the aqueous layer repeatedly extracted with Et2O. The combined organic layers were dried over anhydrous MgSO4 and the so... Reactants: 1, 4, B(Cl)(Cl)Cl (boron trichloride), acid chloride, COC=1C=CC2=C(SC(=C2C(C2=CC=C(C=C2)OCCN2CCCCC2)=O)C2=CC=C(C=C2)OC)C1 (6-methoxy-2-(4-methoxyphenyl)-3-[4-(2-piperidinoethoxy)benzoyl]benzo[b]thiophene). The solvent is C(Cl)Cl (methylene chloride). Reaction conditions: time 85 minute. Product: Cl.COC=1C=CC2=C(SC(=C2C(C2=CC=C(C=C2)OCCN2CCCCC2)=O)C2=CC=C(C=C2)OC)C1 (6-Methoxy-2-(4-methoxyphenyl)-3-[4-(2-piperidinoethoxy)benzoyl]-benzo[b]thiophene Hydrochloride). RXN SMILES: B(Cl)(Cl)[Cl:2].[CH3:5][O:6][C:7]1[CH:8]=[CH:9][C:10]2[C:14]([C:15](=[O:31])[C:16]3[CH:21]=[CH:20][C:19]([O:22][CH2:23][CH2:24][N:25]4[CH2:30][CH2:29][CH2:28][CH2:27][CH2:26]4)=[CH:18][CH:17]=3)=[C:13]([C:32]3[CH:37]=[CH:36][C:35]([O:38][CH3:39])=[CH:34][CH:33]=3)[S:12][C:11]=2[CH:40]=1>C(Cl)Cl>[ClH:2].[CH3:5][O:6][C:7]1[CH:8]=[CH:9][C:10]2[C:14]([C:15](=[O:31])[C:16]3[CH:17]=[CH:18][C:19]([O:22][CH2:23][CH2:24][N:25]4[CH2:26][CH2:27][CH2:28][CH2:29][CH2:30]4)=[CH:20][CH:21]=3)=[C:13]([C:32]3[CH:37]=[CH:36][C:35]([O:38][CH3:39])=[CH:34][CH:33]=3)[S:12][C:11]=2[CH:40]=1 |f:3.4|. Reported procedure: A mixture of the compound prepared as described in Preparation 1 (8.46 grams) and the acid chloride prepared as described in Preparation 4 (10.0 grams) in methylene chloride (350 mL) was cooled to about 20°-25° C. The cool mixture was treated with boron trichloride (2.6 mL), and the resulting mixture mechanically stirred. The reaction was monitored by HPLC using the assay described above. After 85 minutes, the in situ HPLC yield based on a 6-methoxy-2-(4-methoxyphenyl)-3-[4-(2-piperidinoethoxy)b... The reactants are Cl (hydrochloric acid), FC=1C=C2CC(N(CC2=CC1)CCNC(C1=CC(=CC(=C1)NS(=O)(=O)C)CC)=O)CC1=CC=C(C=C1)F (N-[2-[6-fluoro-3-(4-fluorobenzyl)-3,4-dihydroisoquinolin-2(1H)-yl]ethyl]-3-ethyl-5-methanesulfonylaminobenzamide), C([O-])(O)=O.[Na+] (sodium bicarbonate). RXN SMILES: [F:1][C:2]1[CH:3]=[C:4]2[C:9](=[CH:10][CH:11]=1)[CH2:8][N:7]([CH2:12][CH2:13][NH:14][C:15](=O)[C:16]1[CH:21]=[C:20]([NH:22][S:23]([CH3:26])(=[O:25])=[O:24])[CH:19]=[C:18]([CH2:27][CH3:28])[CH:17]=1)[CH:6]([CH2:30][C:31]1[CH:36]=[CH:35][C:34]([F:37])=[CH:33][CH:32]=1)[CH2:5]2.Cl.C(=O)(O)[O-].[Na+]>C1COCC1>[CH3:26][S:23]([NH:22][C:20]1[CH:21]=[C:16]([CH:17]=[C:18]([CH2:27][CH3:28])[CH:19]=1)[CH2:15][NH:14][CH2:13][CH2:12][N:7]1[CH:6]([CH2:30][C:31]2[CH:36]=[CH:35][C:34]([F:37])=[CH:33][CH:32]=2)[CH2:5][C:4]2[C:9](=[CH:10][CH:11]=[C:2]([F:1])[CH:3]=2)[CH2:8]1)(=[O:25])=[O:24] |f:2.3|. The yield is 69.6%. Conditions: temperature 60 celsius, time 8 hour. Product: CS(=O)(=O)NC=1C=C(CNCCN2CC3=CC=C(C=C3CC2CC2=CC=C(C=C2)F)F)C=C(C1)CC (N-(3-methanesulfonylamino-5-ethylbenzyl)-2-[6-fluoro-3-(4-fluorobenzyl)-3,4-dihydroisoquinolin-2(1H)-yl]ethanamine). Procedure details: Under an argon atmosphere, 62 mg of N-[2-[6-fluoro-3-(4-fluorobenzyl)-3,4-dihydroisoquinolin-2(1H)-yl]ethyl]-3-ethyl-5-methanesulfonylaminobenzamide was dissolved in 1 mL of THF, and a borane/THF complex (1 ml) was added thereto, followed by stirring at 60° C. overnight. The reaction liquid was cooled to room temperature, and 1 N hydrochloric acid was added thereto, followed by further stirring for 6 hours. After completion of the reaction, an aqueous sodium bicarbonate solution was added to the... The solvent is C1CCOC1 (THF). Starting materials: 24.0, CC(O)C1NCCN(C1)CC1=CC=CC=C1 (α-methyl-4-(phenylmethyl)-2-piperazinemethanol), ClCC(=O)NC1=C(C=CC=C1C)C (2-chloro-N-(2,6-dimethylphenyl)acetamide), C([O-])([O-])=O.[Na+].[Na+] (sodium carbonate), [I-].[K+] (potassium iodide). The solvent is CN(C=O)C (N,N-dimethylformamide). Conditions: temperature 60 celsius, time 18 hour. Yields the product 35.19, CC1=C(C(=CC=C1)C)NC(CN1C(CN(CC1)CC1=CC=CC=C1)C(C)O)=O (N-(2,6-dimethylphenyl)-2-(1-hydroxyethyl)-4-(phenylmethyl)-1-piperazineacetamide). The yield is 84.8%. As a reaction SMILES: [CH3:1][CH:2]([CH:4]1[CH2:9][N:8]([CH2:10][C:11]2[CH:16]=[CH:15][CH:14]=[CH:13][CH:12]=2)[CH2:7][CH2:6][NH:5]1)[OH:3].Cl[CH2:18][C:19]([NH:21][C:22]1[C:27]([CH3:28])=[CH:26][CH:25]=[CH:24][C:23]=1[CH3:29])=[O:20].C(=O)([O-])[O-].[Na+].[Na+].[I-].[K+]>CN(C)C=O>[CH3:28][C:27]1[CH:26]=[CH:25][CH:24]=[C:23]([CH3:29])[C:22]=1[NH:21][C:19](=[O:20])[CH2:18][N:5]1[CH2:6][CH2:7][N:8]([CH2:10][C:11]2[CH:16]=[CH:15][CH:14]=[CH:13][CH:12]=2)[CH2:9][CH:4]1[CH:2]([OH:3])[CH3:1] |f:2.3.4,5.6|. Reported procedure: A mixture of 24.0 parts of α-methyl-4-(phenylmethyl)-2-piperazinemethanol, 27.3 parts of 2-chloro-N-(2,6-dimethylphenyl)acetamide, 25.4 parts of sodium carbonate, 0.1 parts of potassium iodide and 180 parts of N,N-dimethylformamide was stirred for 18 hours at 60° C. The reaction mixture was poured onto water and the product was extracted with dichloromethane. The extract was washed with water, dried, filtered and evaporated. The residue was purified by column-chromatography over silica gel using... Reactants: BrC1=C2C(=[N+](C=C1)[O-])NC=C2 (4-bromo-1H-pyrrolo[2,3-b]pyridine 7-oxide), CS(=O)(=O)Cl (methanesulfonyl chloride). Solvent: CN(C=O)C (N,N-dimethylformamide). Conditions: temperature 75 celsius, time 1 hour. The product is BrC1=C2C(=NC(=C1)Cl)NC=C2 (4-bromo-6-chloro-1H-pyrrolo[2,3-b]pyridine). The yield is 89.0%. As a reaction SMILES: [Br:1][C:2]1[CH:7]=[CH:6][N+:5]([O-])=[C:4]2[NH:9][CH:10]=[CH:11][C:3]=12.CS([Cl:16])(=O)=O>CN(C)C=O>[Br:1][C:2]1[CH:7]=[C:6]([Cl:16])[N:5]=[C:4]2[NH:9][CH:10]=[CH:11][C:3]=12. Procedure details: To a suspension of the 4-bromo-1H-pyrrolo[2,3-b]pyridine 7-oxide (27 mmol) in N,N-dimethylformamide (57 mL) at 50° C. was added methanesulfonyl chloride (67.5 mmol) under nitrogen. Upon completion of the addition, the reaction was stirred at 75° C. for 1 hour. The reaction was cooled to room temperature and quenched with water (60 mL). Then, it was cooled to 5° C. and 6N sodium hydroxide solution was added to raise the pH to 7. The ice bath was removed and the resulting slurry was stirred at roo... RXN SMILES: [C:1]([O:4]CC)(=[O:3])[CH3:2].[NH2:7][C:8](=[N:31][C:32]1[CH:37]=[CH:36][CH:35]=[CH:34][CH:33]=1)[C:9]1[CH:10]=[C:11]2[C:15](=[CH:16][CH:17]=1)[NH:14][CH:13]=[C:12]2[CH2:18][CH2:19][NH:20]C(=O)[O:22][CH2:23][C:24]1C=CC=CC=1.C([OH:40])C>[Pd]>[C:23]([OH:40])(=[O:22])/[CH:24]=[CH:2]\[C:1]([OH:4])=[O:3].[NH2:20][CH2:19][CH2:18][C:12]1[C:11]2[C:15](=[CH:16][CH:17]=[C:9]([C:8](=[NH:7])[NH:31][C:32]3[CH:33]=[CH:34][CH:35]=[CH:36][CH:37]=3)[CH:10]=2)[NH:14][CH:13]=1 |f:0.1,4.5|. Procedure details: The product of Stage (i) (0.8 g) was stirred in ethanol (50 ml) under a hydrogen atmosphere and over 10% palladium on carbon catalyst (0.8, 50% aqueous paste). After 3 h, the catalyst was filtered off [hydrogen uptake=250 ml] and the filtrate evaporated to dryness, to give an oil which was evaporated to a foam (0.5 g), m.p. 80°-92°. A portion of the foam (0.3 g) in hot ethyl acetate was added to an equivalent amount of maleic acid in hot ethyl acetate. The mixture was cooled and the solid collec... The reagents and catalysts are [Pd] (palladium on carbon). The reactants are C(C)(=O)OCC.NC(C=1C=C2C(=CNC2=CC1)CCNC(OCC1=CC=CC=C1)=O)=NC1=CC=CC=C1 (Phenylmethyl [2-[5-[amino(phenylimino)methyl]-1H-indol-3-yl]ethyl]carbamate compound with ethyl acetate), C(C)O (ethanol). Conditions: time 3 hour. Product: C(\C=C/C(=O)O)(=O)O.NCCC1=CNC2=CC=C(C=C12)C(NC1=CC=CC=C1)=N (3-(2-Aminoethyl)-N-phenyl-1H-indole-5-carboximidamide maleate).